Dataset: the Open Reaction Database (ORD), a public repository of structured organic reaction records. Task: describe an organic reaction: reactants, conditions, products, and yield Starting materials: C1CCNC1, CC#N, NC(=O)c1cc(-c2ccccc2)cc2c(C3CCN(S(=O)(=O)CCCCl)CC3)n[nH]c12, [I-], [K+], [K+], [Na+], O=C([O-])[O-]. As a reaction SMILES: [CH2:38]1[CH2:39][CH2:40][NH:41][CH2:42]1.[CH3:45][C:46]#[N:47].[Cl:1][CH2:2][CH2:3][CH2:4][S:5](=[O:6])(=[O:7])[N:8]1[CH2:9][CH2:10][CH:11]([c:14]2[n:15][nH:16][c:17]3[c:18]([C:29](=[O:30])[NH2:31])[cH:19][c:20](-[c:23]4[cH:24][cH:25][cH:26][cH:27][cH:28]4)[cH:21][c:22]23)[CH2:12][CH2:13]1.[I-:44].[K+:32].[K+:33].[Na+:43].[O-:34][C:35]([O-:36])=[O:37]>>[CH2:2]([CH2:3][CH2:4][S:5](=[O:6])(=[O:7])[N:8]1[CH2:9][CH2:10][CH:11]([c:14]2[n:15][nH:16][c:17]3[c:18]([C:29](=[O:30])[NH2:31])[cH:19][c:20](-[c:23]4[cH:24][cH:25][cH:26][cH:27][cH:28]4)[cH:21][c:22]23)[CH2:12][CH2:13]1)[N:41]1[CH2:40][CH2:39][CH2:38][CH2:42]1. Product: NC(=O)c1cc(-c2ccccc2)cc2c(C3CCN(S(=O)(=O)CCCN4CCCC4)CC3)n[nH]c12. Reactants: BrBr (bromine), O (water), CO (methanol), aqueous solution, C([S-])([S-])=S.[Na+].[Na+] (sodium trithiocarbonate), C(CCCCC(C)C)OC(CCl)=O (isooctylchloroacetate), CO (methanol). Run at time 1 hour. Product: C(CCCCC(C)C)OC(=O)S(C(=S)[S-])C.[Na+] (sodium isooctyloxy-carbonyl-methylthioxanthate). Reaction SMILES: BrBr.[C:3](=[S:6])([S-:5])[S-:4].[Na+:7].[Na+].O.[CH2:10]([O:18][C:19](=[O:22])CCl)[CH2:11][CH2:12][CH2:13][CH2:14][CH:15]([CH3:17])[CH3:16].[CH3:23]O>>[CH2:10]([O:18][C:19]([SH:6]([CH3:23])[C:3]([S-:5])=[S:4])=[O:22])[CH2:11][CH2:12][CH2:13][CH2:14][CH:15]([CH3:16])[CH3:17].[Na+:7] |f:1.2.3,7.8|. Procedure details: In a double-walled glass reactor equipped with a stirring system, a thermometer, an equilibrated bromine ampoule and a condenser surmounted with a gas-lock, 108.2 g of a 35.26% aqueous solution of sodium trithiocarbonate (0.25 mole), 50 ml of methanol and 25.3 g of water were placed. 51.5 g of isooctylchloroacetate (0.25 mole) diluted in 25 ml of methanol was then added dropwise, while maintaining the temperature of the reaction mixture from 15° to 20° C. At the end of the addition, the mixture ... Starting materials: N1=CC=C(C=C1)S(=O)(=O)C1=CC=C(C=C1)N (4-(4-pyridylsulfonyl)benzeneamine), N1=CC=C(C=C1)S(=O)(=O)C1=CC=C(C=C1)N (4-(4-pyridylsulfonyl)benzeneamine), C(=O)=O (carbon dioxide), FC(C(C(=O)O)(O)C(F)(F)F)(F)F (2,2-bis-trifluoromethyl-2-hydroxyacetic acid), C(=O)(N1C=NC=C1)N1C=NC=C1 (1,1'-carbonyldiimidazole). Run in CN(C=O)C (dimethylformamide), O (water), O1CCCC1 (Tetrahydrofuran). Reaction conditions: temperature 35 celsius. Yields the product N1=CC=C(C=C1)S(=O)(=O)C1=CC=C(C=C1)NC(C(C(F)(F)F)(C(F)(F)F)O)=O (N-[4-(4-Pyridylsulfonyl)phenyl]-3,3,3-trifluoro-2-hydroxy-2-trifluoromethyl-propanamide). Isolated yield 4.4%. RXN SMILES: [F:1][C:2]([F:13])([F:12])[C:3]([C:8]([F:11])([F:10])[F:9])([OH:7])[C:4](O)=[O:5].C(N1C=CN=C1)(N1C=CN=C1)=O.C(=O)=O.[N:29]1[CH:34]=[CH:33][C:32]([S:35]([C:38]2[CH:43]=[CH:42][C:41]([NH2:44])=[CH:40][CH:39]=2)(=[O:37])=[O:36])=[CH:31][CH:30]=1>CN(C)C=O.O.O1CCCC1>[N:29]1[CH:30]=[CH:31][C:32]([S:35]([C:38]2[CH:43]=[CH:42][C:41]([NH:44][C:4](=[O:5])[C:3]([OH:7])([C:8]([F:11])([F:10])[F:9])[C:2]([F:13])([F:12])[F:1])=[CH:40][CH:39]=2)(=[O:37])=[O:36])=[CH:33][CH:34]=1. Procedure: Tetrahydrofuran (5ml,dry) was added to a mixture of 2,2-bis-trifluoromethyl-2-hydroxyacetic acid (1.29 g, 6.1 mmol) and 1,1'-carbonyldiimidazole (0.99 g, 6.1 mmol), while under a nitrogen atmosphere. There was an immediate evolution of carbon dioxide. The reaction was heated at 35° C. for 15 min. The reaction was treated with a solution of 4-(4-pyridylsulfonyl)benzeneamine (1.43 g, 6.1 mmol) in dimethylformamide (15 ml, dry), and heated to 69° C. in an ultrasonic bath for 19.5 hrs. The reaction ... Reactants: N1(N=NN=C1)C=1N=CC2=C(N1)CC(C2)C(=O)OC (methyl 2-(1H-tetrazol-1-yl)-6,7-dihydro-5H-cyclopenta[d]pyrimidine-6-carboxylate), N1(N=NN=C1)C1=CC=C2C(=N1)CCC2C(=O)O (2-(1H-tetrazol-1-yl)-6,7-dihydro-5H-cyclopenta[b]pyridine-5-carboxylic acid). The product is N1(N=NN=C1)C=1N=CC2=C(N1)CC(C2)C(=O)O (2-(1H-tetrazol-1-yl)-6,7-dihydro-5H-cyclopenta[d]pyrimidine-6-carboxylic acid). As a reaction SMILES: [N:1]1([C:6]2[N:7]=[CH:8][C:9]3[CH2:14][CH:13]([C:15]([O:17]C)=[O:16])[CH2:12][C:10]=3[N:11]=2)[CH:5]=[N:4][N:3]=[N:2]1.N1(C2N=C3CCC(C(O)=O)C3=CC=2)C=NN=N1>>[N:1]1([C:6]2[N:7]=[CH:8][C:9]3[CH2:14][CH:13]([C:15]([OH:17])=[O:16])[CH2:12][C:10]=3[N:11]=2)[CH:5]=[N:4][N:3]=[N:2]1. Procedure details: The title compound was prepared from methyl 2-(1H-tetrazol-1-yl)-6,7-dihydro-5H-cyclopenta[d]pyrimidine-6-carboxylate in an analogous fashion to that described in Step F of the synthesis of 2-(1H-tetrazol-1-yl)-6,7-dihydro-5H-cyclopenta[b]pyridine-5-carboxylic acid. The reactants are Cc1ccc(S(N)(=O)=O)nc1, CC(NC(=O)c1cc(Cl)cnc1Oc1ccc(F)cc1)c1ccc(C(=O)O)cc1. The product is Cc1ccc(S(=O)(=O)NC(=O)c2ccc(C(C)NC(=O)c3cc(Cl)cnc3Oc3ccc(F)cc3)cc2)nc1. RXN SMILES: [CH3:30][c:31]1[cH:32][cH:33][c:34]([S:37](=[O:38])(=[O:39])[NH2:40])[n:35][cH:36]1.[Cl:1][c:2]1[cH:3][c:4]([C:16](=[O:17])[NH:18][CH:19]([CH3:20])[c:21]2[cH:22][cH:23][c:24]([C:25](=[O:26])[OH:27])[cH:28][cH:29]2)[c:5]([O:8][c:9]2[cH:10][cH:11][c:12]([F:15])[cH:13][cH:14]2)[n:6][cH:7]1>>[Cl:1][c:2]1[cH:3][c:4]([C:16](=[O:17])[NH:18][CH:19]([CH3:20])[c:21]2[cH:22][cH:23][c:24]([C:25](=[O:27])[NH:40][S:37]([c:34]3[cH:33][cH:32][c:31]([CH3:30])[cH:36][n:35]3)(=[O:38])=[O:39])[cH:28][cH:29]2)[c:5]([O:8][c:9]2[cH:10][cH:11][c:12]([F:15])[cH:13][cH:14]2)[n:6][cH:7]1. Starting materials: N#Cc1ccc([N+](=O)[O-])c(Sc2ccc(F)cc2F)c1, O, O=S(=O)(O)O. Yields the product O=C(O)c1ccc([N+](=O)[O-])c(Sc2ccc(F)cc2F)c1. Reaction SMILES: [F:1][c:2]1[c:3]([S:9][c:10]2[cH:11][c:12]([C:13]#[N:14])[cH:15][cH:16][c:17]2[N+:18](=[O:19])[O-:20])[cH:4][cH:5][c:6]([F:8])[cH:7]1.[OH2:26].[S:21]([OH:22])(=[O:23])(=[O:24])[OH:25]>>[F:1][c:2]1[c:3]([S:9][c:10]2[cH:11][c:12]([C:13]([OH:22])=[O:26])[cH:15][cH:16][c:17]2[N+:18](=[O:19])[O-:20])[cH:4][cH:5][c:6]([F:8])[cH:7]1.